From a dataset of the Open Reaction Database (ORD), a public repository of structured organic reaction records. describe an organic reaction: reactants, conditions, products, and yield Starting materials: FC=1C=NC=C(C(=NO)Cl)C1 (5-Fluoro-N-hydroxynicotinimidoyl chloride), ClC1=C(C=C(C=C1)C#C)Cl (1,2-dichloro-4-ethynylbenzene), N (NH3). Yields the product ClC=1C=C(C=CC1Cl)C1=CC(=NO1)C=1C=NC=C(C1)F (5-(3,4-Dichlorophenyl)-3-(5-fluoropyridin-3-yl)isoxazole). Reaction SMILES: [F:1][C:2]1[CH:3]=[N:4][CH:5]=[C:6]([CH:11]=1)[C:7](Cl)=[N:8][OH:9].[Cl:12][C:13]1[CH:18]=[CH:17][C:16]([C:19]#[CH:20])=[CH:15][C:14]=1[Cl:21].N>>[Cl:21][C:14]1[CH:15]=[C:16]([C:19]2[O:9][N:8]=[C:7]([C:6]3[CH:5]=[N:4][CH:3]=[C:2]([F:1])[CH:11]=3)[CH:20]=2)[CH:17]=[CH:18][C:13]=1[Cl:12]. Reported procedure: The titled compound was prepared according to Method CB using the product of Example 28B (88 mg, 0.5 mmol) and 1,2-dichloro-4-ethynylbenzene (Aldrich, 86 mg, 0.5 mmol). 1H NMR (300 MHz, MeOH-d4) δ 7.50 (s, 1H), 7.72 (d, J=8.3 Hz 1H), 7.86 (dd, J=8.3, 1.9 Hz 1H), 8.12 (d, J=2.0 Hz, 1H), 8.17 (ddd, J=9.1, 2.8, 1.6 Hz, 1H), 8.62 (d, J=2.8 Hz, 1H), 8.97 (t, J=1.4 Hz, 1H) ppm; MS (DCI/NH3) m/z 311 (M+H)+, 309 (M+H)+. The reactants are C(C1=CC=CC=C1)(=O)[C@@H]1[C@]2(C)[C@@H](CC1)[C@@H]1CCC=3C=C(C=CC3[C@H]1CC2)C(=O)O (17β-Benzoyl-estra-1,3,5(10)-triene-3-carboxylic acid), [OH-].[Na+] (sodium hydroxide). The solvent is CS(=O)C (dimethyl sulfoxide). Product: C(C1=CC=CC=C1)(=O)[C@H]1[C@]2(C)[C@@H](CC1)[C@@H]1CCC=3C=C(C=CC3[C@H]1CC2)C(=O)O (17α-Benzoyl-estra-1,3,5(10)-triene-3-carboxylic Acid). RXN SMILES: [C:1]([C@H:9]1[CH2:14][CH2:13][C@H:12]2[C@H:15]3[C@H:24]([CH2:25][CH2:26][C@:10]12[CH3:11])[C:23]1[CH:22]=[CH:21][C:20]([C:27]([OH:29])=[O:28])=[CH:19][C:18]=1[CH2:17][CH2:16]3)(=[O:8])[C:2]1[CH:7]=[CH:6][CH:5]=[CH:4][CH:3]=1.[OH-].[Na+]>CS(C)=O>[C:1]([C@@H:9]1[CH2:14][CH2:13][C@H:12]2[C@H:15]3[C@H:24]([CH2:25][CH2:26][C@:10]12[CH3:11])[C:23]1[CH:22]=[CH:21][C:20]([C:27]([OH:29])=[O:28])=[CH:19][C:18]=1[CH2:17][CH2:16]3)(=[O:8])[C:2]1[CH:7]=[CH:6][CH:5]=[CH:4][CH:3]=1 |f:1.2|. Reported procedure: Into a 250 ml 3-neck round bottom flask is placed 17β-Benzoyl-estra-1,3,5(10)-triene-3-carboxylic acid and an excess of sodium hydroxide. To the flask is added dimethyl sulfoxide as a solvent. The mixture is heated to reflux for 3 hours. Standard workup followed by isolation by preparative HPLC yields title compound. The reactants are O=C1CCC(=O)N1Br, ClCCl, CSc1ccc(C(CC2CCCC2)C(=O)O)cc1, Nc1cnccn1, c1ccc(P(c2ccccc2)c2ccccc2)cc1. The product is CSc1ccc(C(CC2CCCC2)C(=O)Nc2cnccn2)cc1. Reaction SMILES: [Br:38][N:39]1[C:40](=[O:41])[CH2:42][CH2:43][C:44]1=[O:45].[CH2:53]([Cl:54])[Cl:55].[CH:1]1([CH2:6][CH:7]([C:8](=[O:9])[OH:10])[c:11]2[cH:12][cH:13][c:14]([S:17][CH3:18])[cH:15][cH:16]2)[CH2:2][CH2:3][CH2:4][CH2:5]1.[NH2:46][c:47]1[n:48][cH:49][cH:50][n:51][cH:52]1.[c:19]1([P:20]([c:21]2[cH:22][cH:23][cH:24][cH:25][cH:26]2)[c:27]2[cH:28][cH:29][cH:30][cH:31][cH:32]2)[cH:33][cH:34][cH:35][cH:36][cH:37]1>>[CH:1]1([CH2:6][CH:7]([C:8](=[O:10])[NH:46][c:47]2[n:48][cH:49][cH:50][n:51][cH:52]2)[c:11]2[cH:12][cH:13][c:14]([S:17][CH3:18])[cH:15][cH:16]2)[CH2:2][CH2:3][CH2:4][CH2:5]1. Starting materials: CC(C)(C)OC(=O)NCC(=O)NC(C(=O)Nc1ccc2[nH]ncc2c1)c1cccc(Cl)c1, ClCCl, O=C(O)C(F)(F)F. Yields the product NCC(=O)NC(C(=O)Nc1ccc2[nH]ncc2c1)c1cccc(Cl)c1. Reaction SMILES: [C:1]([O:2][C:3](=[O:4])[NH:7][CH2:8][C:9]([NH:10][CH:11]([C:12]([NH:13][c:14]1[cH:15][c:16]2[cH:17][n:18][nH:19][c:20]2[cH:21][cH:22]1)=[O:23])[c:24]1[cH:25][c:26]([Cl:30])[cH:27][cH:28][cH:29]1)=[O:31])([CH3:5])([CH3:6])[CH3:32].[Cl:40][CH2:41][Cl:42].[OH:33][C:34]([C:35]([F:36])([F:37])[F:38])=[O:39]>>[NH2:7][CH2:8][C:9]([NH:10][CH:11]([C:12]([NH:13][c:14]1[cH:15][c:16]2[cH:17][n:18][nH:19][c:20]2[cH:21][cH:22]1)=[O:23])[c:24]1[cH:25][c:26]([Cl:30])[cH:27][cH:28][cH:29]1)=[O:31]. Reactants: CC1(N(C(N(C1=O)[C@H](C(=O)N[C@@H](CC(=O)O)C)CC(C)C)=O)CC1=CC=C(C=C1)C=CC1=CC=CC=C1)C ((R)-3-((S)-2-(4,4-Dimethyl-3-(4-styrylbenzyl)-2,5-dioxoimidazolidin-1-yl)-2-(2-methylpropyl)acetylamino)-3-methylpropionic Acid), [H][H] (hydrogen). The reagents and catalysts are [Pd] (Pd/C). The solvent is CO (methanol). Product: CC1(N(C(N(C1=O)[C@H](C(=O)N[C@@H](CC(=O)O)C)CC(C)C)=O)CC1=CC=C(C=C1)CCC1=CC=CC=C1)C ((R)-3-((S)-2-(4,4-Dimethyl-3-(4-(2-phenylethyl)benzyl)-2,5-dioxoimidazolidin-1-yl)-2-(2-methylpropyl)acetylamino)-3-methylpropionic Acid). RXN SMILES: [CH3:1][C:2]1([CH3:38])[C:6](=[O:7])[N:5]([C@@H:8]([CH2:18][CH:19]([CH3:21])[CH3:20])[C:9]([NH:11][C@H:12]([CH3:17])[CH2:13][C:14]([OH:16])=[O:15])=[O:10])[C:4](=[O:22])[N:3]1[CH2:23][C:24]1[CH:29]=[CH:28][C:27]([CH:30]=[CH:31][C:32]2[CH:37]=[CH:36][CH:35]=[CH:34][CH:33]=2)=[CH:26][CH:25]=1.[H][H]>[Pd].CO>[CH3:38][C:2]1([CH3:1])[C:6](=[O:7])[N:5]([C@@H:8]([CH2:18][CH:19]([CH3:21])[CH3:20])[C:9]([NH:11][C@H:12]([CH3:17])[CH2:13][C:14]([OH:16])=[O:15])=[O:10])[C:4](=[O:22])[N:3]1[CH2:23][C:24]1[CH:29]=[CH:28][C:27]([CH2:30][CH2:31][C:32]2[CH:37]=[CH:36][CH:35]=[CH:34][CH:33]=2)=[CH:26][CH:25]=1. Procedure: The compound was prepared by catalytic hydrogenation of the styryl compound obtained in Example 1 (Pd/C, 1 bar hydrogen overpressure, methanol, room temperature). Starting materials: ClC1=CC=C(C=C1)S(=O)(=O)C(C1=CC=C(C=N1)C=CC(=O)OC)C1=C(C=CC(=C1)F)F (Methyl 3-[6-[(4-chlorophenylsulfonyl)-(2,5-difluorophenyl)methyl]pyridin-3-yl]acrylate), [H][H] (hydrogen). The reagents and catalysts are [Pd] (Palladium on carbon). Run in C(C)O (ethanol). The product is ClC1=CC=C(C=C1)S(=O)(=O)C(C1=CC=C(C=N1)CCC(=O)OC)C1=C(C=CC(=C1)F)F (Methyl 3-[6-[(4-chlorophenylsulfonyl)-(2,5-difluorophenyl)methyl]pyridin-3-yl]propionate). RXN SMILES: [Cl:1][C:2]1[CH:7]=[CH:6][C:5]([S:8]([CH:11]([C:24]2[CH:29]=[C:28]([F:30])[CH:27]=[CH:26][C:25]=2[F:31])[C:12]2[N:17]=[CH:16][C:15]([CH:18]=[CH:19][C:20]([O:22][CH3:23])=[O:21])=[CH:14][CH:13]=2)(=[O:10])=[O:9])=[CH:4][CH:3]=1.[H][H]>C(O)C.[Pd]>[Cl:1][C:2]1[CH:7]=[CH:6][C:5]([S:8]([CH:11]([C:24]2[CH:29]=[C:28]([F:30])[CH:27]=[CH:26][C:25]=2[F:31])[C:12]2[N:17]=[CH:16][C:15]([CH2:18][CH2:19][C:20]([O:22][CH3:23])=[O:21])=[CH:14][CH:13]=2)(=[O:10])=[O:9])=[CH:4][CH:3]=1. Procedure details: Methyl 3-[6-[(4-chlorophenylsulfonyl)-(2,5-difluorophenyl)methyl]pyridin-3-yl]acrylate (160 mg, 0.34 mmol) was dissolved in ethanol (15 ml). Palladium on carbon (30 mg) was added and the resulting mixture was vigorously stirred under 1 atm hydrogen atmosphere for 24 hours. The reaction mixture was filtered and then, concentrated under reduced pressure. The residue was purified by silica gel chromatography (hexane:ethyl acetate=5:1), whereby the title compound (94 mg, 58%) was obtained as needle ... Reaction SMILES: [C:1]1([N:7]2[C:11](=[O:12])[CH:10]([CH2:13][CH2:14][S:15][CH3:16])[NH:9][C:8]2=[O:17])[CH:6]=[CH:5][CH:4]=[CH:3][CH:2]=1.[CH2:18]([N:21]=[C:22]=[O:23])[CH2:19][CH3:20]>CC(C)=O>[CH2:18]([NH:21][C:22]([N:9]1[CH:10]([CH2:13][CH2:14][S:15][CH3:16])[C:11](=[O:12])[N:7]([C:1]2[CH:2]=[CH:3][CH:4]=[CH:5][CH:6]=2)[C:8]1=[O:17])=[O:23])[CH2:19][CH3:20]. Yields the product C(CC)NC(=O)N1C(=O)N(C(=O)C1CCSC)C1=CC=CC=C1 (1-(n-propylcarbamoyl)-3-phenyl-5-(methylthioethyl)-hydantoin). Reactants: compound, C1(=CC=CC=C1)N1C(NC(C1=O)CCSC)=O (3-phenyl-5-(methylthioethyl)hydantoin), C(CC)N=C=O (propylisocyanate), TEA. The solvent is CC(=O)C (acetone). Procedure details: 125 g of compound no. 27 (0.5 mole), 42.5 g of propylisocyanate (0.5 mole) and 50 g of TEA (0.5 mole), all being dissolved in anhydrous acetone, are heated under reflux for several hours. Starting materials: CS(=O)(=O)OC\C=C/COS(=O)(=O)C (cis-1,4-bis(methanesulfonyloxy)-2-butene), BrC=1C=C(N)C=CC1 (3-bromoaniline), C([O-])([O-])=O.[K+].[K+] (potassium carbonate). The solvent is CN(C=O)C (N,N-dimethylformamide). Reaction conditions: time 8 hour. Product: BrC=1C=C(C=CC1)N1CC=CC1 (1-(3-Bromophenyl)-2,5-dihydropyrrole). Isolated yield 50.7%. Reaction SMILES: CS(O[CH2:6]/[CH:7]=[CH:8]\[CH2:9]OS(C)(=O)=O)(=O)=O.[Br:15][C:16]1[CH:17]=[C:18]([CH:20]=[CH:21][CH:22]=1)[NH2:19].C(=O)([O-])[O-].[K+].[K+]>CN(C)C=O>[Br:15][C:16]1[CH:17]=[C:18]([N:19]2[CH2:9][CH:8]=[CH:7][CH2:6]2)[CH:20]=[CH:21][CH:22]=1 |f:2.3.4|. Procedure details: Then, a mixture of 15 g of the cis-1,4-bis(methanesulfonyloxy)-2-butene, 10 g of 3-bromoaniline, 24 g of anhydrous potassium carbonate and 70 ml of N,N-dimethylformamide was stirred at room temperature overnight. The reaction mixture was extracted with ethyl acetate-water, and the organic layer was washed with water and brine, dried over anhydrous magnesium sulfate and then evaporated. The residue was purified by silica gel column chromatography with 5% ethyl acetate/hexane, to give 6.6 g of the... Reactants: ClC1=C(C=C(C=C1)OC1=CC=C(C=C1)C1C(NC(O1)=O)CC1=CC(=CC=C1)OC(C(F)F)(F)F)CC ((4RS,5SR)-5-(4-((4-chloro-3-ethylphenyl)oxy)phenyl)-4-((3-((1,1,2,2-tetrafluoroethyl)oxy)phenyl)methyl)-1,3-oxazolidin-2-one), [OH-].[Na+] (sodium hydroxide). The solvent is C(C)O (ethanol). Yields the product NC(C(O)C1=CC=C(C=C1)OC1=CC(=C(C=C1)Cl)CC)CC1=CC(=CC=C1)OC(C(F)F)(F)F ((1RS,2SR)-2-amino-1-(4-((4-chloro-3-ethylphenyl)oxy)phenyl)-3-(3-((1,1,2,2-tetrafluoroethyl)oxy)phenyl)-1-propanol). Yield: 89.0%. RXN SMILES: [Cl:1][C:2]1[CH:7]=[CH:6][C:5]([O:8][C:9]2[CH:14]=[CH:13][C:12]([CH:15]3[O:19]C(=O)[NH:17][CH:16]3[CH2:21][C:22]3[CH:27]=[CH:26][CH:25]=[C:24]([O:28][C:29]([F:34])([F:33])[CH:30]([F:32])[F:31])[CH:23]=3)=[CH:11][CH:10]=2)=[CH:4][C:3]=1[CH2:35][CH3:36].[OH-].[Na+]>C(O)C>[NH2:17][CH:16]([CH2:21][C:22]1[CH:27]=[CH:26][CH:25]=[C:24]([O:28][C:29]([F:34])([F:33])[CH:30]([F:32])[F:31])[CH:23]=1)[CH:15]([C:12]1[CH:13]=[CH:14][C:9]([O:8][C:5]2[CH:6]=[CH:7][C:2]([Cl:1])=[C:3]([CH2:35][CH3:36])[CH:4]=2)=[CH:10][CH:11]=1)[OH:19] |f:1.2|. Procedure: To a solution of (4RS,5SR)-5-(4-((4-chloro-3-ethylphenyl)oxy)phenyl)-4-((3-((1,1,2,2-tetrafluoroethyl)oxy)phenyl)methyl)-1,3-oxazolidin-2-one (4.3 g, 8.21 mmol) in ethanol (20 ml) was added 8N aqueous sodium hydroxide solution (5.13 ml, 41.1 mmol), and the mixture was heated under reflux for 4 hrs. The reaction solution was concentrated, diluted with water (100 ml), and extracted with ethyl acetate (100 ml×2). The extract was washed with saturated brine, dried over anhydrous magnesium sulfate an... The reactants are Brc1cncc(Br)c1, CN(C)C=O, [H-], [Na+], O, Oc1cccnc1. The product is Brc1cncc(Oc2cccnc2)c1. Reaction SMILES: [Br:10][c:11]1[cH:12][n:13][cH:14][c:15]([Br:16])[cH:17]1.[CH3:19][N:20]([CH3:21])[CH:22]=[O:23].[H-:8].[Na+:9].[OH2:18].[n:1]1[cH:2][c:3]([OH:7])[cH:4][cH:5][cH:6]1>>[n:1]1[cH:2][c:3]([O:7][c:11]2[cH:12][n:13][cH:14][c:15]([Br:16])[cH:17]2)[cH:4][cH:5][cH:6]1.